This data is from the Open Reaction Database (ORD), a public repository of structured organic reaction records. The task is: describe an organic reaction: reactants, conditions, products, and yield Starting materials: NC=1COC2=C(SC1C#N)C=C(C=C2)OC (3-amino-7-methoxy-2H-1,5-benzoxathiepin-4-carbonitrile), C(C)O (ethanol), Cl (hydrochloric acid), [Cl-].[NH4+] (ammonium chloride). Conditions: time 30 minute. Product: COC=1C=CC2=C(SC(C(CO2)=O)C#N)C1 (7-methoxy-3-oxo-3,4-dihydro-2H-1,5-benzoxathiepin-4-carbonitrile). Reaction SMILES: N[C:2]1[CH2:3][O:4][C:5]2[CH:14]=[CH:13][C:12]([O:15][CH3:16])=[CH:11][C:6]=2[S:7][C:8]=1[C:9]#[N:10].Cl.[Cl-].[NH4+].C([OH:22])C>>[CH3:16][O:15][C:12]1[CH:13]=[CH:14][C:5]2[O:4][CH2:3][C:2](=[O:22])[CH:8]([C:9]#[N:10])[S:7][C:6]=2[CH:11]=1 |f:2.3|. Reported procedure: In 60 ml of ethanol is suspended 6.0 g of 3-amino-7-methoxy-2H-1,5-benzoxathiepin-4-carbonitrile, and 18 ml of concentrated hydrochloric acid is added to the suspension, followed by stirring at 80° C. to 90° C. for 30 minutes. After the reaction mixture is cooled, ammonium chloride, which separates out, is filtered off, and the filtrate is concentrated under reduced pressure. The residue is recrystallized from ethyl acetate-hexane to give colorless prisms of 7-methoxy-3-oxo-3,4-dihydro-2H-1,5-be... The reactants are CCO, COc1nc(Cl)cc(Cl)n1, NCC(F)(F)c1ccccc1, [Na+], O=C([O-])O, O. The product is COc1nc(Cl)cc(NCC(F)(F)c2ccccc2)n1. Reaction SMILES: [CH3:27][CH2:28][OH:29].[Cl:1][c:2]1[n:3][c:4]([O:9][CH3:10])[n:5][c:6]([Cl:8])[cH:7]1.[F:11][C:12]([CH2:13][NH2:14])([c:15]1[cH:16][cH:17][cH:18][cH:19][cH:20]1)[F:21].[Na+:26].[O-:22][C:23]([OH:24])=[O:25].[OH2:30]>>[c:2]1([NH:14][CH2:13][C:12]([F:11])([c:15]2[cH:16][cH:17][cH:18][cH:19][cH:20]2)[F:21])[n:3][c:4]([O:9][CH3:10])[n:5][c:6]([Cl:8])[cH:7]1. Starting materials: C1(=CC=C(C=C1)S(=O)(=O)OC)C (methyl p-toluenesulfonate), C[C@H]1/C=C/C=C/C=C/C=C/C=C/C=C/C=C/[C@@H](C[C@H]2[C@@H]([C@H](C[C@](O2)(C[C@H](C[C@H]([C@@H](CC[C@H](C[C@H](CC(=O)O[C@H]([C@@H]([C@@H]1O)C)C)O)O)O)O)O)O)O)C(=O)O)O[C@H]3[C@H]([C@H]([C@@H]([C@H](O3)C)O)N)O (Amphotericin B), C(C)(C)N(C(C)C)CC (N,N-diisopropylethylamine), ClC1=CC=C(C=O)C=C1 (p-chlorobenzaldehyde). The solvent is CN(C)C=O (DMF). Reaction conditions: time 30 minute. Product: C[C@H]1/C=C/C=C/C=C/C=C/C=C/C=C/C=C/[C@@H](C[C@H]2[C@@H]([C@H](C[C@](O2)(C[C@H](C[C@H]([C@@H](CC[C@H](C[C@H](CC(=O)O[C@H]([C@@H]([C@@H]1O)C)C)O)O)O)O)O)O)O)C(=O)OC)O[C@H]3[C@H]([C@H]([C@@H]([C@H](O3)C)O)N)O (Amphotericin B methyl ester). Yield: 0.0%. RXN SMILES: Cl[C:2]1C=CC(C=O)=CC=1.[CH3:10][C@@H:11]1[C@@H:50]([OH:51])[C@@H:49]([CH3:52])[C@H:48]([CH3:53])[O:47][C:45](=[O:46])[CH2:44][C@H:43]([OH:54])[CH2:42][C@H:41]([OH:55])[CH2:40][CH2:39][C@@H:38]([OH:56])[C@H:37]([OH:57])[CH2:36][C@H:35]([OH:58])[CH2:34][C@@:32]2([OH:59])[O:33][C@H:28]([C@H:29]([C:61]([OH:63])=[O:62])[C@@H:30]([OH:60])[CH2:31]2)[CH2:27][C@@H:26]([O:64][C@@H:65]2[O:70][C@H:69]([CH3:71])[C@@H:68]([OH:72])[C@H:67]([NH2:73])[C@@H:66]2[OH:74])[CH:25]=[CH:24][CH:23]=[CH:22][CH:21]=[CH:20][CH:19]=[CH:18][CH:17]=[CH:16][CH:15]=[CH:14][CH:13]=[CH:12]1.C(N(CC)C(C)C)(C)C.C1(C)C=CC(S(OC)(=O)=O)=CC=1>CN(C=O)C>[CH3:10][C@@H:11]1[C@@H:50]([OH:51])[C@@H:49]([CH3:52])[C@H:48]([CH3:53])[O:47][C:45](=[O:46])[CH2:44][C@H:43]([OH:54])[CH2:42][C@H:41]([OH:55])[CH2:40][CH2:39][C@@H:38]([OH:56])[C@H:37]([OH:57])[CH2:36][C@H:35]([OH:58])[CH2:34][C@@:32]2([OH:59])[O:33][C@H:28]([C@H:29]([C:61]([O:63][CH3:2])=[O:62])[C@@H:30]([OH:60])[CH2:31]2)[CH2:27][C@@H:26]([O:64][C@@H:65]2[O:70][C@H:69]([CH3:71])[C@@H:68]([OH:72])[C@H:67]([NH2:73])[C@@H:66]2[OH:74])[CH:25]=[CH:24][CH:23]=[CH:22][CH:21]=[CH:20][CH:19]=[CH:18][CH:17]=[CH:16][CH:15]=[CH:14][CH:13]=[CH:12]1. Procedure: To 1.5 mL of anhydrous DMF in a 3 mL flask was added p-chlorobenzaldehyde (0.0663 g, 4.72×E-4 moles). While purging the flask with nitrogen, Amphotericin B (0.1511 g, 1.51×E-4 moles) is slowly sifted into the vigorously stirred solution over 3 to 4 minutes. All the solid dissolved within 15 minutes and stirring was continued for an additional 30 minutes. At this point all the Amphotericin B was converted to the soluble N-p-chlorobenzylidine derivative. To the clear yellow solution was added N,N-... The reactants are CC(=O)C (acetone), C1(CC(CCC1)=O)=O (1,3-cyclohexanedione), BrC=1C=C(C=O)C=CC1Br (3,4-dibromobenzaldehyde), NC1=NNC=C1 (3-aminopyrazole). Run in C(C)O (ethanol). Yields the product BrC=1C=C(C=CC1Br)C1N2C(NC=3CCCC(C13)=O)=CC=N2 (9-(3 4-dibromophenyl)-5,6,7,9-tetrahydropyrazolo[5,1-b]quinazolin-8(4H)-one). Isolated yield 54.4%. As a reaction SMILES: [C:1]1(=[O:8])[CH2:6][CH2:5][CH2:4][C:3](=O)[CH2:2]1.[Br:9][C:10]1[CH:11]=[C:12]([CH:15]=[CH:16][C:17]=1[Br:18])[CH:13]=O.[NH2:19][C:20]1[CH:24]=[CH:23][NH:22][N:21]=1.CC(C)=O>C(O)C>[Br:9][C:10]1[CH:11]=[C:12]([CH:13]2[C:2]3[C:1](=[O:8])[CH2:6][CH2:5][CH2:4][C:3]=3[NH:19][C:20]3=[CH:24][CH:23]=[N:22][N:21]23)[CH:15]=[CH:16][C:17]=1[Br:18]. Reported procedure: A solution of 1,3-cyclohexanedione(0.11 g, 1 mmol), 3,4-dibromobenzaldehyde(0.26 g, 1 mmol), and 3-aminopyrazole(0.11 g, 1.27 mmol) in ethanol (10 mL) was heated at 80 ° C. in a sealed 20 mL vial for 3 days. After the reaction mixture was allowed to cool to ambient temperature, the resulting solid was isolated by filtration and recrystallization from acetone to provide 0.23 g (56%) of the title compound. Starting materials: ClCc1ccco1, O=C(O)C1Cc2c([nH]c3ccccc23)CN1, CCO, [K+], [OH-], OCc1ccco1, O=S(Cl)Cl, S=C=S, c1ccncc1. Product: O=C(O)C1Cc2c([nH]c3ccccc23)CN1C(=S)SCc1ccco1. Reaction SMILES: [CH2:19]([c:20]1[cH:21][cH:22][cH:23][o:24]1)[Cl:25].[CH2:1]1[NH:2][CH:3]([C:14](=[O:15])[OH:16])[CH2:4][c:5]2[c:6]3[cH:7][cH:8][cH:9][cH:10][c:11]3[nH:12][c:13]21.[CH3:46][CH2:47][OH:48].[K+:18].[OH-:17].[OH:26][CH2:27][c:28]1[o:29][cH:30][cH:31][cH:32]1.[S:33]([Cl:34])([Cl:35])=[O:36].[S:37]=[C:38]=[S:39].[cH:40]1[cH:41][cH:42][n:43][cH:44][cH:45]1>>[CH2:1]1[N:2]([C:38](=[S:37])[S:39][CH2:19][c:20]2[cH:21][cH:22][cH:23][o:24]2)[CH:3]([C:14](=[O:15])[OH:16])[CH2:4][c:5]2[c:6]3[cH:7][cH:8][cH:9][cH:10][c:11]3[nH:12][c:13]21. The reactants are C(C1=CC=CC=C1)OC(=O)C1C(N(CC=CC1)S(=O)(=O)C1=CC=C(C=C1)OC)C(NOC(C1=CC=CC=C1)C1=CC=CC=C1)=O (2-benzhydryloxycarbamoyl-1-(4-methoxy-benzenesulfonyl)-2,3,4,7-tetrahydro-1H-azepine-3-carboxylic acid benzyl ester), [Li+].[OH-] (LiOH). Run in C1CCOC1.O (THF H2O). Reaction conditions: time 8 hour. Yields the product C(C1=CC=CC=C1)(C1=CC=CC=C1)ON1C(C2N(CC=CCC2C1=O)S(=O)(=O)C1=CC=C(C=C1)OC)=O (7-benzhydryloxy-1-(4-methoxybenzenesulfonyl)-2,5,5a,8a-tetrahydro-1H-pyrrolo[3,4-b]azepine-6,8-dione). RXN SMILES: C([O:8][C:9]([CH:11]1[CH2:17][CH:16]=[CH:15][CH2:14][N:13]([S:18]([C:21]2[CH:26]=[CH:25][C:24]([O:27][CH3:28])=[CH:23][CH:22]=2)(=[O:20])=[O:19])[CH:12]1[C:29](=[O:45])[NH:30][O:31][CH:32]([C:39]1[CH:44]=[CH:43][CH:42]=[CH:41][CH:40]=1)[C:33]1[CH:38]=[CH:37][CH:36]=[CH:35][CH:34]=1)=O)C1C=CC=CC=1.[Li+].[OH-]>C1COCC1.O>[CH:32]([O:31][N:30]1[C:9](=[O:8])[CH:11]2[CH:12]([N:13]([S:18]([C:21]3[CH:26]=[CH:25][C:24]([O:27][CH3:28])=[CH:23][CH:22]=3)(=[O:20])=[O:19])[CH2:14][CH:15]=[CH:16][CH2:17]2)[C:29]1=[O:45])([C:39]1[CH:44]=[CH:43][CH:42]=[CH:41][CH:40]=1)[C:33]1[CH:38]=[CH:37][CH:36]=[CH:35][CH:34]=1 |f:1.2,3.4|. Reported procedure: The 2-benzhydryloxycarbamoyl-1-(4-methoxy-benzenesulfonyl)-2,3,4,7-tetrahydro-1H-azepine-3-carboxylic acid benzyl ester (430 mg, 0.69 mmoL) was dissolved in a THF:H2O (1:1, 10 mL) mixture and was then treated with LiOH (35 mg, 0.82 mmoL). This solution was stirred overnight at ambient temperature. The THF was removed in vacuo and the resulting mixture was acidified with 2 M aqueous citric acid. The product was extracted into diethyl ether, dried (Na2SO4) and concentrated. The residue was purifie...